This data is from the Open Reaction Database (ORD), a public repository of structured organic reaction records. The task is: describe an organic reaction: reactants, conditions, products, and yield Starting materials: C(C)C1=NN(C2=CC=CC(=C12)NC(=O)C1=CN=C2N1C=CC(=C2)C(=O)O)CC2=NC(=CC=C2)C (3-(3-ethyl-1-((6-methylpyridin-2-yl)methyl)-1H-indazol-4-ylcarbamoyl)imidazo[1,2-a]pyridine-7-carboxylic acid), N1(C=NC=C1)C(=O)N1C=NC=C1 (di(1H-imidazol-1-yl)methanone), CN (Methanamine). Solvent: CN(C)C=O (DMF). Run at time 1 hour. Product: C(C)C1=NN(C2=CC=CC(=C12)NC(=O)C1=CN=C2N1C=CC(=C2)C(=O)NC)CC2=NC(=CC=C2)C (N3-(3-ethyl-1-((6-methylpyridin-2-yl)methyl)-1H-indazol-4-yl)-N7-methylimidazo[1,2-a]pyridine-3,7-dicarboxamide). Isolated yield 48.8%. Reaction SMILES: [CH2:1]([C:3]1[C:11]2[C:6](=[CH:7][CH:8]=[CH:9][C:10]=2[NH:12][C:13]([C:15]2[N:19]3[CH:20]=[CH:21][C:22]([C:24](O)=[O:25])=[CH:23][C:18]3=[N:17][CH:16]=2)=[O:14])[N:5]([CH2:27][C:28]2[CH:33]=[CH:32][CH:31]=[C:30]([CH3:34])[N:29]=2)[N:4]=1)[CH3:2].[N:35]1(C(N2C=CN=C2)=O)C=CN=[CH:36]1.CN>CN(C=O)C>[CH2:1]([C:3]1[C:11]2[C:6](=[CH:7][CH:8]=[CH:9][C:10]=2[NH:12][C:13]([C:15]2[N:19]3[CH:20]=[CH:21][C:22]([C:24]([NH:35][CH3:36])=[O:25])=[CH:23][C:18]3=[N:17][CH:16]=2)=[O:14])[N:5]([CH2:27][C:28]2[CH:33]=[CH:32][CH:31]=[C:30]([CH3:34])[N:29]=2)[N:4]=1)[CH3:2]. Procedure: To 3-(3-ethyl-1-((6-methylpyridin-2-yl)methyl)-1H-indazol-4-ylcarbamoyl) imidazo[1,2-a]pyridine-7-carboxylic acid (26 mg, 0.057 mmol; prepared as in Example 28, step A) in DMF (2 mL) was added di(1H-imidazol-1-yl)methanone (14 mg, 0.086 mmol). The reaction mixture was stirred at ambient temperature for 1 hour. Methanamine (286 μL, 0.57 mmol) was added to the reaction mixture. The reaction vial was sealed and the mixture was heated at 70° C. for 2 hours. The mixture was cooled to ambient temperat...